From a dataset of the Open Reaction Database (ORD), a public repository of structured organic reaction records. describe an organic reaction: reactants, conditions, products, and yield Reactants: N(=[N+]=[N-])C[C@@H]1C(N[C@H]1SC(C1=CC=CC=C1)(C1=CC=CC=C1)C1=CC=CC=C1)=O (trans 3-azidomethyl-4-tritylthio-2-azetidinone), [Cl-].[NH4+] (ammonium chloride). The reagents and catalysts are [Zn] (zinc). Run in CO (methanol). Run at time 5 hour. Product: NC[C@@H]1C(N[C@H]1SC(C1=CC=CC=C1)(C1=CC=CC=C1)C1=CC=CC=C1)=O (trans-3-aminomethyl-4-tritylthio-2-azetidinone). As a reaction SMILES: [N:1]([CH2:4][C@H:5]1[C@H:8]([S:9][C:10]([C:23]2[CH:28]=[CH:27][CH:26]=[CH:25][CH:24]=2)([C:17]2[CH:22]=[CH:21][CH:20]=[CH:19][CH:18]=2)[C:11]2[CH:16]=[CH:15][CH:14]=[CH:13][CH:12]=2)[NH:7][C:6]1=[O:29])=[N+]=[N-].[Cl-].[NH4+]>CO.[Zn]>[NH2:1][CH2:4][C@H:5]1[C@H:8]([S:9][C:10]([C:11]2[CH:16]=[CH:15][CH:14]=[CH:13][CH:12]=2)([C:17]2[CH:18]=[CH:19][CH:20]=[CH:21][CH:22]=2)[C:23]2[CH:28]=[CH:27][CH:26]=[CH:25][CH:24]=2)[NH:7][C:6]1=[O:29] |f:1.2|. Procedure: To a solution of trans 3-azidomethyl-4-tritylthio-2-azetidinone (10.0 g, 47.5 mmol) in dry methanol (500 ml) was added ammonium chloride (19.0 g) and zinc powder (1.0 g) and the suspension was stirred at room temperature for 5 h. The reaction mixture was filtered and evaporated. The residue was partitioned between 1N hydrochloric acid and benzene. The aqueous layer was basified with 1M sodium bicarbonate and extracted with methylene chloride. The extracts were washed with brine, dried (MgSO4) an...